Dataset: the Open Reaction Database (ORD), a public repository of structured organic reaction records. Task: describe an organic reaction: reactants, conditions, products, and yield The reactants are C1OC2=C(C=CC=C2)O1 (1,2-Methylenedioxybenzene), BrCCCCCC(=O)Cl (6-bromohexanoyl chloride), [Cl-].[Al+3].[Cl-].[Cl-] (aluminum chloride). Product: BrCCCCCC(=O)C1=CC2=C(C=C1)OCO2 (6-bromo-1-(3,4-methylenedioxyphenyl)-1-hexanone). Isolated yield 43.5%. RXN SMILES: [CH2:1]1[O:9][C:4]2[CH:5]=[CH:6][CH:7]=[CH:8][C:3]=2[O:2]1.[Br:10][CH2:11][CH2:12][CH2:13][CH2:14][CH2:15][C:16](Cl)=[O:17].[Cl-].[Al+3].[Cl-].[Cl-]>>[Br:10][CH2:11][CH2:12][CH2:13][CH2:14][CH2:15][C:16]([C:6]1[CH:7]=[CH:8][C:3]2[O:2][CH2:1][O:9][C:4]=2[CH:5]=1)=[O:17] |f:2.3.4.5|. Procedure details: 1,2-Methylenedioxybenzene (1.18 g), 6-bromohexanoyl chloride (2.0 g) and aluminum chloride (1.31 g) were reacted and treated in the same manner as in Preparation Example 105 to give 1.22 g of 6-bromo-1-(3,4-methylenedioxyphenyl)-1-hexanone.